This data is from the Open Reaction Database (ORD), a public repository of structured organic reaction records. The task is: describe an organic reaction: reactants, conditions, products, and yield Starting materials: BrCC1=C(C2=C(CCO2)C(=C1)[C@@H]1O[C@@H]([C@H]([C@@H]([C@H]1OCC1=CC=CC=C1)OCC1=CC=CC=C1)OCC1=CC=CC=C1)COCC1=CC=CC=C1)Cl (6-(Bromomethyl)-7-chloro-4-((2S,3S,4R,5R,6R)-3,4,5-tris(benzyloxy)-6-(benzyloxymethyl)tetrahydro-2H-pyran-2-yl)-2,3-dihydrobenzofuran), C(=O)([O-])[O-].[K+].[K+] (K2CO3), COC1=CC=C(C=C1)B(O)O (4-methoxyphenyl boronic acid), O (H2O). Reagents/catalysts: Cl[Pd]([P](C1=CC=CC=C1)(C2=CC=CC=C2)C3=CC=CC=C3)([P](C4=CC=CC=C4)(C5=CC=CC=C5)C6=CC=CC=C6)Cl (bis(triphenylphosphine)palladiumchloride). Run in CC(=O)C (acetone). Run at temperature 0 celsius, time 30 minute. Yields the product ClC1=C(C=C(C=2CCOC21)C2O[C@@H]([C@H]([C@@H]([C@H]2OCC2=CC=CC=C2)OCC2=CC=CC=C2)OCC2=CC=CC=C2)COCC2=CC=CC=C2)CC2=CC=C(C=C2)OC (7-Chloro-6-(4-methoxybenzyl)-4-((3S,4R,5R,6R)-3,4,5-tris(benzyloxy)-6-(benzyloxymethyl)tetrahydro-2H-pyran-2-yl)-2,3-dihydrobenzofuran). Isolated yield 46.0%. Reaction SMILES: Br[CH2:2][C:3]1[CH:11]=[C:10]([C@H:12]2[C@H:17]([O:18][CH2:19][C:20]3[CH:25]=[CH:24][CH:23]=[CH:22][CH:21]=3)[C@@H:16]([O:26][CH2:27][C:28]3[CH:33]=[CH:32][CH:31]=[CH:30][CH:29]=3)[C@H:15]([O:34][CH2:35][C:36]3[CH:41]=[CH:40][CH:39]=[CH:38][CH:37]=3)[C@@H:14]([CH2:42][O:43][CH2:44][C:45]3[CH:50]=[CH:49][CH:48]=[CH:47][CH:46]=3)[O:13]2)[C:6]2[CH2:7][CH2:8]O[C:5]=2[C:4]=1[Cl:51].C([O-])([O-])=O.[K+].[K+].[CH3:58][O:59][C:60]1[CH:65]=[CH:64][C:63](B(O)O)=[CH:62][CH:61]=1.[OH2:69]>CC(C)=O.Cl[Pd](Cl)([P](C1C=CC=CC=1)(C1C=CC=CC=1)C1C=CC=CC=1)[P](C1C=CC=CC=1)(C1C=CC=CC=1)C1C=CC=CC=1>[Cl:51][C:4]1[C:5]2[O:69][CH2:8][CH2:7][C:6]=2[C:10]([CH:12]2[C@H:17]([O:18][CH2:19][C:20]3[CH:21]=[CH:22][CH:23]=[CH:24][CH:25]=3)[C@@H:16]([O:26][CH2:27][C:28]3[CH:33]=[CH:32][CH:31]=[CH:30][CH:29]=3)[C@H:15]([O:34][CH2:35][C:36]3[CH:37]=[CH:38][CH:39]=[CH:40][CH:41]=3)[C@@H:14]([CH2:42][O:43][CH2:44][C:45]3[CH:50]=[CH:49][CH:48]=[CH:47][CH:46]=3)[O:13]2)=[CH:11][C:3]=1[CH2:2][C:63]1[CH:64]=[CH:65][C:60]([O:59][CH3:58])=[CH:61][CH:62]=1 |f:1.2.3,^1:76,95|. Procedure details: To a mixture of compound 67 (700 mg, 0.9 mmol), K2CO3 (497 mg, 3.6 mmol) and 4-methoxyphenyl boronic acid (341 mg, 2.25 mmol) in acetone (9.0 mL) and H2O (3.0 mL) was added bis(triphenylphosphine)palladiumchloride (63 mg, 0.09 mmol) at 0° C. under atmosphere of nitrogen. The mixture was stirred at 0° C. for 30 min and then, stirred at room temperature for 16 hours. The mixture was partitioned between EtOAc and water. The organic layer was washed with brine, dried over MgSO4, filtered and concent... The reactants are O=C([O-])[O-], CC1(C)NC(=O)NC1=O, ClCCCCCCCl, [K+], [K+], O. The product is CC1(C)NC(=O)N(CCCCCCCl)C1=O. RXN SMILES: [C:10](=[O:11])([O-:12])[O-:13].[CH3:1][C:2]1([CH3:9])[C:3](=[O:8])[NH:4][C:5](=[O:7])[NH:6]1.[Cl:16][CH2:17][CH2:18][CH2:19][CH2:20][CH2:21][CH2:22][Cl:23].[K+:14].[K+:15].[OH2:24]>>[CH3:1][C:2]1([CH3:9])[C:3](=[O:8])[N:4]([CH2:22][CH2:21][CH2:20][CH2:19][CH2:18][CH2:17][Cl:16])[C:5](=[O:7])[NH:6]1. Starting materials: CC(C)(C)OC(=O)NCC(C)(C)c1ccc(Oc2ccc(C(N)=O)cn2)cc1, ClCCl, O=C(O)C(F)(F)F. Product: CC(C)(CN)c1ccc(Oc2ccc(C(N)=O)cn2)cc1. RXN SMILES: [C:8]([O:9][C:10](=[O:11])[NH:14][CH2:15][C:16]([CH3:17])([CH3:18])[c:19]1[cH:20][cH:21][c:22]([O:25][c:26]2[n:27][cH:28][c:29]([C:32]([NH2:33])=[O:34])[cH:30][cH:31]2)[cH:23][cH:24]1)([CH3:12])([CH3:13])[CH3:35].[Cl:36][CH2:37][Cl:38].[OH:1][C:2]([C:3]([F:4])([F:5])[F:6])=[O:7]>>[NH2:14][CH2:15][C:16]([CH3:17])([CH3:18])[c:19]1[cH:20][cH:21][c:22]([O:25][c:26]2[n:27][cH:28][c:29]([C:32]([NH2:33])=[O:34])[cH:30][cH:31]2)[cH:23][cH:24]1. Starting materials: NC1=C(C=CC(=C1)Cl)S(=O)(=O)NC=1C=CC=C2C=CC=NC12 (2-amino-4-chloro-N-quinolin-8-yl-benzenesulfonamide), CC(=O)O (AcOH), NC1=C(C=CC(=C1)Cl)S(=O)(=O)NC=1C=CC=C2C=CC=NC12 (2-amino-4-chloro-N-quinolin-8-yl-benzenesulfonamide), N(=O)OC(C)(C)C (t-butyl nitrite). Solvent: C1CCOC1 (THF). The product is ClC1=CC=C2S(NC3=C4N=CC=CC4=CC=C3C2=C1)(=O)=O (9-Chloro-5H-6-thia-4,5-diaza-chrysene 6,6-dioxide). Yield: 14.0%. RXN SMILES: N[C:2]1[CH:7]=[C:6]([Cl:8])[CH:5]=[CH:4][C:3]=1[S:9]([NH:12][C:13]1[CH:14]=[CH:15][CH:16]=[C:17]2[C:22]=1[N:21]=[CH:20][CH:19]=[CH:18]2)(=[O:11])=[O:10].N(OC(C)(C)C)=O.CC(O)=O>C1COCC1>[Cl:8][C:6]1[CH:5]=[C:4]2[C:3]([S:9](=[O:11])(=[O:10])[NH:12][C:13]3[C:14]2=[CH:15][CH:16]=[C:17]2[C:22]=3[N:21]=[CH:20][CH:19]=[CH:18]2)=[CH:2][CH:7]=1. Procedure details: In the similar fashion using route 16 general procedure 61, using 2-amino-4-chloro-N-quinolin-8-yl-benzenesulfonamide (Intermediate 292) (150 mg, 0.45 mmol), t-butyl nitrite (0.08 ml, 0.67 mmol), AcOH (1.5 ml) and THF (1.5 ml) gave the title compound (20 mg, 14%) after purification by column chromatography with DCM/MeOH (99.7:0.3) as the eluent. Starting materials: FC(F)(F)c1nc2c(s1)Nc1ccccc1NC2=S, COS(=O)(=O)C(F)(F)F, Fc1ccc(CCC2CNCCN2)cc1. RXN SMILES: [F:1][C:2]([c:3]1[n:4][c:5]2[c:11]([s:12]1)[NH:10][c:9]1[c:8]([cH:16][cH:15][cH:14][cH:13]1)[NH:7][C:6]2=[S:17])([F:18])[F:19].[F:20][C:21]([F:22])([F:23])[S:24]([O:25][CH3:26])(=[O:27])=[O:28].[F:29][c:30]1[cH:31][cH:32][c:33]([CH2:36][CH2:37][CH:38]2[NH:39][CH2:40][CH2:41][NH:42][CH2:43]2)[cH:34][cH:35]1>>[F:1][C:2]([c:3]1[n:4][c:5]2[c:11]([s:12]1)[NH:10][c:9]1[c:8]([cH:16][cH:15][cH:14][cH:13]1)[N:7]=[C:6]2[N:42]1[CH2:41][CH2:40][NH:39][CH:38]([CH2:37][CH2:36][c:33]2[cH:32][cH:31][c:30]([F:29])[cH:35][cH:34]2)[CH2:43]1)([F:18])[F:19]. Yields the product Fc1ccc(CCC2CN(C3=Nc4ccccc4Nc4sc(C(F)(F)F)nc43)CCN2)cc1.